This data is from the Open Reaction Database (ORD), a public repository of structured organic reaction records. The task is: describe an organic reaction: reactants, conditions, products, and yield The reactants are C1(=CC=CC=C1)C(C1=CC=CC=C1)[K] (diphenylmethyl potassium), Cl[Si](C)(C)C (chlorotrimethylsilane). Solvent: C1CCOC1 (THF). Yields the product C1(=CC=CC=C1)C([Si](C)(C)C)C1=CC=CC=C1 (diphenyltrimethylsilylmethane). As a reaction SMILES: [C:1]1([CH:7]([K])[C:8]2[CH:13]=[CH:12][CH:11]=[CH:10][CH:9]=2)[CH:6]=[CH:5][CH:4]=[CH:3][CH:2]=1.Cl[Si:16]([CH3:19])([CH3:18])[CH3:17]>C1COCC1>[C:1]1([CH:7]([C:8]2[CH:13]=[CH:12][CH:11]=[CH:10][CH:9]=2)[Si:16]([CH3:19])([CH3:18])[CH3:17])[CH:6]=[CH:5][CH:4]=[CH:3][CH:2]=1. Procedure: To a solution of 5.01 g (24.3 mmol) of diphenylmethyl potassium in 25 mL of THF was added about 10 mL (about 8.6 g, 80 mmol) of chlorotrimethylsilane. The dark orange color instantly faded. The solvent was removed under reduced pressure. The residue was extracted with hexane and filtered and the solvent was removed under pressure to give the product as a pale yellowish liquid. The yield was 4.63 g, 79.3 percent. 1H NMR (C6D6) δ 7.08-7.23 (m, 8H), 6.98-7.06 (m, 2H), 3.41 (s, 1H), 0.00 (s, 9H). 13...